Dataset: the Open Reaction Database (ORD), a public repository of structured organic reaction records. Task: describe an organic reaction: reactants, conditions, products, and yield Reactants: C(C)(=O)NC=1C(=NC=CC1)C1=CC=C(C(=O)NC2=CC=C(C=C2)C(C)(C)C)C=C1 (4-[3-(acetylamino)-2-pyridinyl]-N-(4-tert-butylphenyl)benzamide), [Li]CCCC (n-BuLi), CS(=O)(=O)Cl (methanesulfonyl chloride). Solvent: O1CCCC1 (tetrahydrofuran). Conditions: temperature -10 celsius, time 15 minute. Yields the product C(C)(=O)N(C=1C(=NC=CC1)C1=CC=C(C(=O)NC2=CC=C(C=C2)C(C)(C)C)C=C1)S(=O)(=O)C (4-{3-[acetyl(methylsulfonyl)amino]-2-pyridinyl}-N-(4-tert-butylphenyl)benzamide). As a reaction SMILES: [C:1]([NH:4][C:5]1[C:6]([C:11]2[CH:29]=[CH:28][C:14]([C:15]([NH:17][C:18]3[CH:23]=[CH:22][C:21]([C:24]([CH3:27])([CH3:26])[CH3:25])=[CH:20][CH:19]=3)=[O:16])=[CH:13][CH:12]=2)=[N:7][CH:8]=[CH:9][CH:10]=1)(=[O:3])[CH3:2].[Li]CCCC.[CH3:35][S:36](Cl)(=[O:38])=[O:37]>O1CCCC1>[C:1]([N:4]([S:36]([CH3:35])(=[O:38])=[O:37])[C:5]1[C:6]([C:11]2[CH:29]=[CH:28][C:14]([C:15]([NH:17][C:18]3[CH:19]=[CH:20][C:21]([C:24]([CH3:25])([CH3:27])[CH3:26])=[CH:22][CH:23]=3)=[O:16])=[CH:13][CH:12]=2)=[N:7][CH:8]=[CH:9][CH:10]=1)(=[O:3])[CH3:2]. Reported procedure: The product from Example 5 (610 mg, 1.58 mmol) in tetrahydrofuran (10 mL) was treated with n-BuLi (1.1 mL, 1.6 M in hexanes, 1.76 mmol) dropwise at −10° C. The reaction mixture was stirred at −10° C. for 15 minutes and then treated with methanesulfonyl chloride (0.13 mL, 1.68 mmol). The mixture was allowed to gradually warm to room temperature and stir overnight, quenched with H2O (10 mL), and diluted with ethyl acetate (50 mL). The layers were separated and the organic layer was washed with H2O... Starting materials: BrCC1=CC2=CC=CC=C2C=C1 (2-bromomethylnaphthalene), O=C1CC(N(C2=C(N1CC(=O)N(C1=CC=C(C=C1)OC)C(C)C)C=CC=C2)C2=CC=CC=C2)=O (2-(2,4-Dioxo-5-phenyl-2,3,4,5-tetrahydro-benzo[b][1,4]diazepin-1-yl)-N-isopropyl-N-(4-methoxy-phenyl) acetamide), Intermediate 4, solution. Solvent: CN(C)C=O (DMF), CN(C)C=O (DMF), C1(=CC=CC=C1)C (toluene). Conditions: time 10 minute. The product is C(C)(C)N(C(CN1C2=C(N(C(C(C1=O)CC1=CC3=CC=CC=C3C=C1)=O)C1=CC=CC=C1)C=CC=C2)=O)C2=CC=C(C=C2)OC (N-Isopropyl-N-(4-methoxy-phenyl)-2-(3-naphthalen-2-ylmethyl-2,4-dioxo-5-phenyl-2,3,4,5-tetrahydro-benzo[b][1,4]diazepin-1-yl) acetamide). Isolated yield 78.6%. RXN SMILES: [O:1]=[C:2]1[N:8]([CH2:9][C:10]([N:12]([CH:21]([CH3:23])[CH3:22])[C:13]2[CH:18]=[CH:17][C:16]([O:19][CH3:20])=[CH:15][CH:14]=2)=[O:11])[C:7]2[CH:24]=[CH:25][CH:26]=[CH:27][C:6]=2[N:5]([C:28]2[CH:33]=[CH:32][CH:31]=[CH:30][CH:29]=2)[C:4](=[O:34])[CH2:3]1.Br[CH2:36][C:37]1[CH:46]=[CH:45][C:44]2[C:39](=[CH:40][CH:41]=[CH:42][CH:43]=2)[CH:38]=1>CN(C=O)C.C1(C)C=CC=CC=1>[CH:21]([N:12]([C:13]1[CH:18]=[CH:17][C:16]([O:19][CH3:20])=[CH:15][CH:14]=1)[C:10](=[O:11])[CH2:9][N:8]1[C:2](=[O:1])[CH:3]([CH2:36][C:37]2[CH:46]=[CH:45][C:44]3[C:39](=[CH:40][CH:41]=[CH:42][CH:43]=3)[CH:38]=2)[C:4](=[O:34])[N:5]([C:28]2[CH:29]=[CH:30][CH:31]=[CH:32][CH:33]=2)[C:6]2[CH:27]=[CH:26][CH:25]=[CH:24][C:7]1=2)([CH3:23])[CH3:22]. Procedure details: To a stirring solution of 300 mg (0.66 mmol) of 2-(2,4-Dioxo-5-phenyl-2,3,4,5-tetrahydro-benzo[b][1,4]diazepin-1-yl)-N-isopropyl-N-(4-methoxy-phenyl) acetamide, prepared as in Intermediate 4, in 10 mL DMF at 0° C. is added dropwise over 5 min 1.45 mL (0.72 mmol, 1.1 equiv) of a 0.5M solution of KN(TMS)2 in toluene. The resulting solution is stirred 10 min, and then a solution of 160 mg (0.72 mmol, 1.1 equiv) of 2-bromomethylnaphthalene in 3 mL DMF is added. The resulting solution is stirred 2 h ... Reactants: Clc1ccc2nc(N3CCNCC3)ccc2c1, O=C(NCC(F)(F)F)C1(CCCCBr)c2ccccc2Oc2ccccc21. The product is O=C(NCC(F)(F)F)C1(CCCCN2CCN(c3ccc4cc(Cl)ccc4n3)CC2)c2ccccc2Oc2ccccc21. As a reaction SMILES: [Cl:28][c:29]1[cH:30][c:31]2[cH:32][cH:33][c:34]([N:39]3[CH2:40][CH2:41][NH:42][CH2:43][CH2:44]3)[n:35][c:36]2[cH:37][cH:38]1.[F:1][C:2]([CH2:3][NH:4][C:5](=[O:6])[C:7]1([CH2:21][CH2:22][CH2:23][CH2:24][Br:25])[c:8]2[cH:9][cH:10][cH:11][cH:12][c:13]2[O:14][c:15]2[cH:16][cH:17][cH:18][cH:19][c:20]21)([F:26])[F:27]>>[F:1][C:2]([CH2:3][NH:4][C:5](=[O:6])[C:7]1([CH2:21][CH2:22][CH2:23][CH2:24][N:42]2[CH2:41][CH2:40][N:39]([c:34]3[cH:33][cH:32][c:31]4[cH:30][c:29]([Cl:28])[cH:38][cH:37][c:36]4[n:35]3)[CH2:44][CH2:43]2)[c:8]2[cH:9][cH:10][cH:11][cH:12][c:13]2[O:14][c:15]2[cH:16][cH:17][cH:18][cH:19][c:20]21)([F:26])[F:27]. Starting materials: CNC1=NNC2=CC=C(C=C12)C(=O)OC (Methyl 3-(methylamino)-1H-indazole-5-carboxylate), Cl (hydrochloric acid). Solvent: O1CCOCC1 (1,4-dioxane). Reaction conditions: temperature 100 celsius, time 8 hour. Yields the product CNC1=NNC2=CC=C(C=C12)C(=O)O (3-(methylamino)-1H-indazole-5-carboxylic acid). Isolated yield 113.6%. RXN SMILES: [CH3:1][NH:2][C:3]1[C:11]2[C:6](=[CH:7][CH:8]=[C:9]([C:12]([O:14]C)=[O:13])[CH:10]=2)[NH:5][N:4]=1.Cl>O1CCOCC1>[CH3:1][NH:2][C:3]1[C:11]2[C:6](=[CH:7][CH:8]=[C:9]([C:12]([OH:14])=[O:13])[CH:10]=2)[NH:5][N:4]=1. Reported procedure: Methyl 3-(methylamino)-1H-indazole-5-carboxylate (60.0 mg, 0.29 mmol) was dissolved in 1,4-dioxane (0.5 mL). 3N Aqueous hydrochloric acid (0.3 mL, 0.9 mmol) was added and the reaction was heated to 100° C. for 11.5 hours. The heat was removed and the reaction was left stirring at room temperature overnight. The reaction was concentrated to give the title compound (63 mg, 95%) as a tan solid. +ESI (M+H) 192.1; 1H NMR (400 MHz, CD3OD, δ): 8.61 (d, J=0.78 Hz, 1H), 8.19 (dd, J=8.80, 1.57 Hz, 1H), 7.... Reactants: CC(C)=O, Cl, C[Si](C)(C)CCOCn1ccc2c(-c3cnn(C4CCC5(CC4)OCCO5)c3)ncnc21, O. The product is C[Si](C)(C)CCOCn1ccc2c(-c3cnn(C4CCC(=O)CC4)c3)ncnc21. RXN SMILES: [CH3:33][C:34](=[O:35])[CH3:36].[ClH:37].[O:1]1[CH2:3][CH2:2][O:4][C:5]12[CH2:6][CH2:7][CH:8]([n:11]1[n:12][cH:13][c:14](-[c:16]3[c:17]4[c:18]([n:19][cH:20][n:21]3)[n:22]([CH2:25][O:26][CH2:27][CH2:28][Si:29]([CH3:30])([CH3:31])[CH3:32])[cH:23][cH:24]4)[cH:15]1)[CH2:9][CH2:10]2.[OH2:38]>>[O:4]=[C:5]1[CH2:6][CH2:7][CH:8]([n:11]2[n:12][cH:13][c:14](-[c:16]3[c:17]4[c:18]([n:19][cH:20][n:21]3)[n:22]([CH2:25][O:26][CH2:27][CH2:28][Si:29]([CH3:30])([CH3:31])[CH3:32])[cH:23][cH:24]4)[cH:15]2)[CH2:9][CH2:10]1. The reactants are solid, BrC1=CC(=CC=2C(=C3N(C12)CCNC3=O)C)C#N (6-bromo-10-methyl-1-oxo-1,2,3,4-tetrahydro-pyrazino[1,2-a]indole-8-carbonitrile), BrC1=CC(=CC=2C(=C3N(C12)CCNC3=O)C)C#N (6-bromo-10-methyl-1-oxo-1,2,3,4-tetrahydro-pyrazino[1,2-a]indole-8-carbonitrile), OCC1=CC=C(C=C1)B(O)O (4-hydroxymethyl-phenylboronic acid). Product: OCC1=CC=C(C=C1)C1=CC(=CC=2C(=C3N(C12)CCNC3=O)C)C#N (6-[4-(Hydroxymethyl)phenyl]-10-methyl-1-oxo-3,4-dihydro-2H-pyrazino[1,2-a]indole-8-carbonitrile). As a reaction SMILES: Br[C:2]1[C:10]2[N:9]3[CH2:11][CH2:12][NH:13][C:14](=[O:15])[C:8]3=[C:7]([CH3:16])[C:6]=2[CH:5]=[C:4]([C:17]#[N:18])[CH:3]=1.[OH:19][CH2:20][C:21]1[CH:26]=[CH:25][C:24](B(O)O)=[CH:23][CH:22]=1>>[OH:19][CH2:20][C:21]1[CH:26]=[CH:25][C:24]([C:2]2[C:10]3[N:9]4[CH2:11][CH2:12][NH:13][C:14](=[O:15])[C:8]4=[C:7]([CH3:16])[C:6]=3[CH:5]=[C:4]([C:17]#[N:18])[CH:3]=2)=[CH:23][CH:22]=1. Procedure details: The title compound, grey solid (68 mg, 82%), MS (ISP) m/z=332.5 [(M+H)+], mp 265° C., was prepared in accordance with the general method of example 1 from 6-bromo-10-methyl-1-oxo-1,2,3,4-tetrahydro-pyrazino[1,2-a]indole-8-carbonitrile (intermediate 16) (76 mg, 0.25 mmol) and commercially available 4-hydroxymethyl-phenylboronic acid (49.4 mg, 0.325 mmol). Starting materials: O=C(Cl)c1ccccc1, CCN(CC)c1ccccc1, ClCCl. Yields the product NC(=O)c1ccccc1. As a reaction SMILES: [C:12]([c:13]1[cH:14][cH:15][cH:16][cH:17][cH:18]1)(=[O:19])[Cl:20].[CH2:1]([N:3]([CH2:2][CH3:4])[c:5]1[cH:6][cH:7][cH:8][cH:9][cH:10]1)[CH3:11].[Cl:21][CH2:22][Cl:23]>>[NH2:3][C:12]([c:13]1[cH:14][cH:15][cH:16][cH:17][cH:18]1)=[O:19]. The reactants are Cl (HCl), OC1=CC(=CC=2SC3=CC=CC=C3C(C12)=O)OCC1SC1 (1-hydroxy-3-(thiiran-2-ylmethoxy)-9H-thioxanthen-9-one). Solvent: C(C)(=O)OCC (ethyl acetate). Reaction conditions: time 3 hour. The product is ClCC(COC=1C=C(C=2C(C3=CC=CC=C3SC2C1)=O)O)S (3-(3-chloro-2-mercaptopropoxy)-1-hydroxy-9H-thioxanthen-9-one). Yield: 71.8%. RXN SMILES: [ClH:1].[OH:2][C:3]1[C:16]2[C:15](=[O:17])[C:14]3[C:9](=[CH:10][CH:11]=[CH:12][CH:13]=3)[S:8][C:7]=2[CH:6]=[C:5]([O:18][CH2:19][CH:20]2[CH2:22][S:21]2)[CH:4]=1>C(OCC)(=O)C>[Cl:1][CH2:22][CH:20]([SH:21])[CH2:19][O:18][C:5]1[CH:4]=[C:3]([OH:2])[C:16]2[C:15](=[O:17])[C:14]3[C:9]([S:8][C:7]=2[CH:6]=1)=[CH:10][CH:11]=[CH:12][CH:13]=3. Procedure details: Aqueous ethyl acetate 1M-HCl (3 mL) was added to 1-hydroxy-3-(thiiran-2-ylmethoxy)-9H-thioxanthen-9-one (10 mg, 0.03 mmol) prepared in Example 8, followed by stirring at room temperature for 3 hours, and the reaction solvent was removed under reduced pressure. Ether was added to the residue, followed by sonication, and the solvent was removed to give the title compound (8 mg, 71.8%) as a yellow solid. The reactants are C(C1=CC=CC=C1)OC[C@H]1C[C@H]([C@@](CO1)(C1=C(C=CC(=C1)Br)F)NC(=S)NC(C1=CC=CC=C1)=O)CO (N-{[(3S,4R,6R)-6-[(benzyloxy)methyl]-3-(5-bromo-2-fluorophenyl)-4-(hydroxymethyl)tetrahydro-2H-pyran-3-yl]carbamothioyl}benzamide), N1=CC=CC=C1 (pyridine), FC(S(=O)(=O)OS(=O)(=O)C(F)(F)F)(F)F (Trifluoromethanesulfonic anhydride). Solvent: ClCCl (dichloromethane). Run at temperature 0 celsius, time 2 hour. Yields the product C(C1=CC=CC=C1)OC[C@H]1C[C@@H]2[C@@](N=C(SC2)NC(C2=CC=CC=C2)=O)(CO1)C1=C(C=CC(=C1)Br)F (N-[(4aR,6R,8aS)-6-[(benzyloxy)methyl]-8a-(5-bromo-2-fluorophenyl)-4,4a,5,6,8,8a-hexahydropyrano[3,4-d][1,3]thiazin-2-yl]benzamide). Reaction SMILES: [CH2:1]([O:8][CH2:9][C@@H:10]1[O:15][CH2:14][C@@:13]([NH:24][C:25]([NH:27][C:28](=[O:35])[C:29]2[CH:34]=[CH:33][CH:32]=[CH:31][CH:30]=2)=[S:26])([C:16]2[CH:21]=[C:20]([Br:22])[CH:19]=[CH:18][C:17]=2[F:23])[C@H:12]([CH2:36]O)[CH2:11]1)[C:2]1[CH:7]=[CH:6][CH:5]=[CH:4][CH:3]=1.N1C=CC=CC=1.FC(F)(F)S(OS(C(F)(F)F)(=O)=O)(=O)=O>ClCCl>[CH2:1]([O:8][CH2:9][C@@H:10]1[O:15][CH2:14][C@:13]2([C:16]3[CH:21]=[C:20]([Br:22])[CH:19]=[CH:18][C:17]=3[F:23])[N:24]=[C:25]([NH:27][C:28](=[O:35])[C:29]3[CH:30]=[CH:31][CH:32]=[CH:33][CH:34]=3)[S:26][CH2:36][C@@H:12]2[CH2:11]1)[C:2]1[CH:7]=[CH:6][CH:5]=[CH:4][CH:3]=1. Reported procedure: A solution of N-{[(3S,4R,6R)-6-[(benzyloxy)methyl]-3-(5-bromo-2-fluorophenyl)-4-(hydroxymethyl)tetrahydro-2H-pyran-3-yl]carbamothioyl}benzamide (C31) (9.49 g, 16.2 mmol) and pyridine (4.94 mL, 61.4 mmol) in dichloromethane (278 mL) was cooled to -50° C. Trifluoromethanesulfonic anhydride (5.44 mL, 32.3 mmol) was added drop-wise to the solution and the mixture was gradually warmed to 0° C. After 2 hours, the reaction mixture was partitioned between dichloromethane (1 L) and water (500 mL). The or... Reactants: C(CC)(=O)Cl (propionyl chloride), C(C)(C)(C)C=1OC(=C(N1)CCCOC1=CC=C(C=2SC=CC21)CC(C(=O)O)OCC)CC ([rac]-3-{4-[3-(2-tert-Butyl-5-ethyl-oxazol-4-yl)-propoxy]-benzo[b]thiophen-7-yl}-2-ethoxy-propionic acid). The reagents and catalysts are O=[Os](=O)(=O)=O.[BH4-].[Na+] (OsO4 NaBH4). Product: C(C)OC(C(=O)O)CC1=CC=C(C2=CC=CC=C12)OCCCC=1N=C(OC1C)CC ([rac]-2-Ethoxy-3-{4-[3-(2-ethyl-5-methyl-oxazol-4-yl)-propoxy]-naphthalen-1-yl}-propionic acid). Reaction SMILES: [C:1](Cl)(=O)[CH2:2]C.[C:6]([C:10]1[O:11][C:12]([CH2:36]C)=[C:13]([CH2:15][CH2:16][CH2:17][O:18][C:19]2[C:27]3[CH:26]=[CH:25]S[C:23]=3[C:22]([CH2:28][CH:29]([O:33][CH2:34][CH3:35])[C:30]([OH:32])=[O:31])=[CH:21][CH:20]=2)[N:14]=1)(C)([CH3:8])C>O=[Os](=O)(=O)=O.[BH4-].[Na+]>[CH2:34]([O:33][CH:29]([CH2:28][C:22]1[C:23]2[C:27](=[CH:26][CH:25]=[CH:1][CH:2]=2)[C:19]([O:18][CH2:17][CH2:16][CH2:15][C:13]2[N:14]=[C:10]([CH2:6][CH3:8])[O:11][C:12]=2[CH3:36])=[CH:20][CH:21]=1)[C:30]([OH:32])=[O:31])[CH3:35] |f:2.3.4|. Reported procedure: was prepared in analogy to example 59, but starting the reaction sequence with propionyl chloride instead of isobutyryl chloride, and elaborating the terminal double bond via hydroboration with 9-BBN (as described in example 53) into a primary hydroxy group instead of oxidative cleavage with OsO4/NaBH4, as off-white solid of mp. 113–17°.